This data is from the Open Reaction Database (ORD), a public repository of structured organic reaction records. The task is: describe an organic reaction: reactants, conditions, products, and yield Starting materials: CC(Cl)c1cccnc1, OC%14=CC=CC%15=C%14C(C)=CO%15. The reagents and catalysts are O=C([O-])[O-].[Cs+].[Cs+] (cesium carbonate), [I-].[K+] (potassium iodide). Solvent: CN(C)C=O (DMF), CN(C)C=O (dmf), CN(C)C=O (DMF). Run at temperature 70 celsius, time 16 hour. The product is CC(C%20=CC=CN=C%20)OC%21=CC=CC%22=C%21C(C)=CO%22. Starting materials: CC1=CC=C(O1)CCC(=O)OC (methyl 3-(5-methyl-2-furanyl)propionate), [H-].C(C(C)C)[Al+]CC(C)C (diisobutylaluminum hydride). Solvent: O (water), C1CCOC1 (THF), [Cl-].[Na+].O (brine), C1CCOC1 (THF). Product: CC1=CC=C(O1)CCCO (3-(5-methyl-2-furyl) propan-1-ol). Isolated yield 39.6%. RXN SMILES: [CH3:1][C:2]1[O:6][C:5]([CH2:7][CH2:8][C:9](OC)=[O:10])=[CH:4][CH:3]=1.[H-].C([Al+]CC(C)C)C(C)C>C1COCC1.O.[Cl-].[Na+].O>[CH3:1][C:2]1[O:6][C:5]([CH2:7][CH2:8][CH2:9][OH:10])=[CH:4][CH:3]=1 |f:1.2,5.6.7|. Reported procedure: To a solution of methyl 3-(5-methyl-2-furanyl)propionate (3.6 g, 20 mmol) in 50 mL of THF at 0° C. was added dropwise under nitrogen 8 mL of diisobutylaluminum hydride (1M in hexane), and the mixture was stirred at room temperature over-night. The resulting solution was diluted with 2 mL of water in 10 mL of THF and brine, and the mixture was stirred for 30 min. The solid was removed by filtration, and the filtrate was diluted with 20 mL of water, extracted with methylene chloride. The organic l... Starting materials: [Mg] (magnesium), C(C#C)Br (propargyl bromide), C(C#C)Br (propargyl bromide), S(O)(O)(=O)=O (sulfuric acid), CC(C#CCC)=O (3-hexyn-2-one), mercuric chloride, 29.74, 22. The solvent is CCOCC (ether), CCOCC (ether), C1=CC=CC=C1 (benzene). Run at time 15 minute. Product: CC(CC#C)(C#CCC)O (4-methyl-1,5-octadiyn-4(RS)-ol). As a reaction SMILES: [Mg].[CH2:2](Br)[C:3]#[CH:4].[CH3:6][C:7](=[O:12])[C:8]#[C:9][CH2:10][CH3:11].S(=O)(=O)(O)O>C1C=CC=CC=1.CCOCC>[CH3:6][C:7]([OH:12])([C:8]#[C:9][CH2:10][CH3:11])[CH2:4][C:3]#[CH:2]. Procedure: To a solution consisting of 6.06 parts of magnesium, 15 parts by volume of ether and 0.06 part of mercuric chloride, stirred at room temperature in an atmosphere of nitrogen, was added 0.5 part by volume of a solution consisting of 29.74 parts of propargyl bromide and 70 parts by volume of ether. The resulting mixture was then cooled to -10° to -15° and the remaining propargyl bromide solution was slowly added over a period of 45 minutes. At the end of the addition period, stirring was continued...